Dataset: the Open Reaction Database (ORD), a public repository of structured organic reaction records. Task: describe an organic reaction: reactants, conditions, products, and yield Starting materials: NC1=CC=C(C=C1)C=1C(CC(NN1)=O)C (6-(p-aminophenyl)-4,5-dihydro-5-methyl-3(2H)-pyridazinone), ClC(=O)CC(=O)OC (methyl chloroformylacetate). Solvent: CC(=O)C (acetone). Product: COC(=O)CC(=O)NC1=CC=C(C=C1)C=1C(CC(NN1)=O)C (6-[p-(methoxycarbonylacetylamino)-phenyl]-4,5-dihydro-5-methyl-3(2H)-pyridazinone). The yield is 51.4%. Reaction SMILES: [NH2:1][C:2]1[CH:7]=[CH:6][C:5]([C:8]2[CH:9]([CH3:15])[CH2:10][C:11](=[O:14])[NH:12][N:13]=2)=[CH:4][CH:3]=1.Cl[C:17]([CH2:19][C:20]([O:22][CH3:23])=[O:21])=[O:18]>CC(C)=O>[CH3:23][O:22][C:20]([CH2:19][C:17]([NH:1][C:2]1[CH:7]=[CH:6][C:5]([C:8]2[CH:9]([CH3:15])[CH2:10][C:11](=[O:14])[NH:12][N:13]=2)=[CH:4][CH:3]=1)=[O:18])=[O:21]. Procedure: 20.3 g (100 millimoles) of 6-(p-aminophenyl)-4,5-dihydro-5-methyl-3(2H)-pyridazinone were stirred with 16.4 g (120 millimoles) of methyl chloroformylacetate and 400 ml of absolute acetone for 10 hours at room temperature. The product was filtered off under suction at 10° C., washed with cold acetone and dried at 70° C. under reduced pressure. 15.6 g (52%) of 6-[p-(methoxycarbonylacetylamino)-phenyl]-4,5-dihydro-5-methyl-3(2H)-pyridazinone were obtained. Mp.: 228°-230° C. Reactants: [Cl-].[NH4+] (ammonium chloride), FC[C@H]1CC(N(C1)[C@H](C)C1=CC=CC=C1)=O ((4S)-4-fluoromethyl-1-[(1R)-1-phenylethyl]-2-pyrrolidone), ClC(=O)OCC (ethyl chloroformate), C[Si](C)(C)[N-][Si](C)(C)C.[Li+] (lithium bistrimethylsilyl amide). Solvent: O1CCCC1 (tetrahydrofuran). Reaction conditions: time 20 minute. Yields the product C(C)OC(=O)[C@@H]1C(N(C[C@H]1CF)[C@H](C)C1=CC=CC=C1)=O ((3S,4S)-3-Ethoxycarbonyl-4-fluoromethyl-1-[(1R)-1-phenylethyl]-2-pyrrolidone). Yield: 84.5%. Reaction SMILES: [F:1][CH2:2][C@@H:3]1[CH2:7][N:6]([C@@H:8]([C:10]2[CH:15]=[CH:14][CH:13]=[CH:12][CH:11]=2)[CH3:9])[C:5](=[O:16])[CH2:4]1.Cl[C:18]([O:20][CH2:21][CH3:22])=[O:19].C[Si]([N-][Si](C)(C)C)(C)C.[Li+].[Cl-].[NH4+]>O1CCCC1>[CH2:21]([O:20][C:18]([C@H:4]1[C@H:3]([CH2:2][F:1])[CH2:7][N:6]([C@@H:8]([C:10]2[CH:15]=[CH:14][CH:13]=[CH:12][CH:11]=2)[CH3:9])[C:5]1=[O:16])=[O:19])[CH3:22] |f:2.3,4.5|. Procedure: To a solution of (4S)-4-fluoromethyl-1-[(1R)-1-phenylethyl]-2-pyrrolidone (7.59 g, 34.3 mmol) and ethyl chloroformate (3.92 mL, 41.2 mmol) in tetrahydrofuran (150 mL), lithium bistrimethylsilyl amide (75.5 mL, 75.5 mmol, 1.0M solution in tetrahydrofuran) was added at 0° C., and the mixture was stirred the same temperature for 20 minutes. Saturated aqueous solution of ammonium chloride (200 mL) was added to the reaction mixture at the same temperature, and the mixture was extracted with ethyl ace... Starting materials: C(C=C)#N (acrylonitrile), CN(C1=CC=C(C=NO)C=C1)C (p-dimethylaminobenzaldoxime). Reagents/catalysts: C(C)(=O)[O-].[Cu+2].C(C)(=O)[O-] (copper(II) acetate). The solvent is CC=1C=CC=CC1C (o-xylene), CC=1C=CC=CC1C (o-xylene). Conditions: temperature 135 celsius, time 8 hour. The product is CN(C1=CC=C(C#N)C=C1)C (p-dimethylaminobenzonitrile). Isolated yield 90.4%. Reaction SMILES: C(#N)C=C.[CH3:5][N:6]([CH3:16])[C:7]1[CH:15]=[CH:14][C:10]([CH:11]=[N:12]O)=[CH:9][CH:8]=1>CC1C=CC=CC=1C.C([O-])(=O)C.[Cu+2].C([O-])(=O)C>[CH3:5][N:6]([CH3:16])[C:7]1[CH:15]=[CH:14][C:10]([C:11]#[N:12])=[CH:9][CH:8]=1 |f:3.4.5|. Procedure details: A solution of 53 g of acrylonitrile and 1.0 g of copper(II) acetate in 100 g of o-xylene was heated to the boil (85° C.), after which a solution of 82 g of p-dimethylaminobenzaldoxime in 110 g of o-xylene was added dropwise by heating further. During the addition, the boiling point of the reaction mixture increased to 135° C. The mixture was stirred under reflux for a further 30 minutes and was then left to cool. The precipitated acrylamide was filtered off under suction, and the mother liquor w... Starting materials: CCCNCC1CC1, O=C(O)c1cccc(-c2nc(N3CCOCC3)nc3c2CCN3c2cccnc2)c1. Yields the product CCCN(CC1CC1)C(=O)c1cccc(-c2nc(N3CCOCC3)nc3c2CCN3c2cccnc2)c1. As a reaction SMILES: [CH:31]1([CH2:34][NH:35][CH2:36][CH2:37][CH3:38])[CH2:32][CH2:33]1.[O:1]1[CH2:2][CH2:3][N:4]([c:7]2[n:8][c:9](-[c:22]3[cH:23][c:24]([C:25](=[O:26])[OH:27])[cH:28][cH:29][cH:30]3)[c:10]3[c:11]([n:12]2)[N:13]([c:16]2[cH:17][n:18][cH:19][cH:20][cH:21]2)[CH2:14][CH2:15]3)[CH2:5][CH2:6]1>>[O:1]1[CH2:2][CH2:3][N:4]([c:7]2[n:8][c:9](-[c:22]3[cH:23][c:24]([C:25](=[O:26])[N:35]([CH2:34][CH:31]4[CH2:32][CH2:33]4)[CH2:36][CH2:37][CH3:38])[cH:28][cH:29][cH:30]3)[c:10]3[c:11]([n:12]2)[N:13]([c:16]2[cH:17][n:18][cH:19][cH:20][cH:21]2)[CH2:14][CH2:15]3)[CH2:5][CH2:6]1. Reaction conditions: temperature 0 celsius, time 25 minute. RXN SMILES: [C:1]([O:5][C:6](=[O:16])[NH:7][C:8]1[CH:13]=[C:12]([F:14])[CH:11]=[CH:10][C:9]=1[Br:15])([CH3:4])([CH3:3])[CH3:2].[H-].[Na+].I[CH3:20]>CN(C)C=O>[C:1]([O:5][C:6](=[O:16])[N:7]([C:8]1[CH:13]=[C:12]([F:14])[CH:11]=[CH:10][C:9]=1[Br:15])[CH3:20])([CH3:4])([CH3:2])[CH3:3] |f:1.2|. Procedure: Place (2-bromo-5-fluoro-phenyl)-carbamic acid tert-butyl ester (2.00 g, 6.90 mmol) and dimethylformamide (40 mL) in a round bottom flask. Cool the solution to 0° C., add sodium hydride (60% dispersion in mineral oil) (0.303 g, 7.59 mmol), remove the ice bath and stir this suspension for 25 minutes allowing it to warm slowly towards ambient temperature. Cool the resulting mixture to 0° C. once again, and add iodomethane (0.56 mL, 8.96 mmol). Stir the resulting mixture overnight, allowing it to wa... The solvent is CN(C=O)C (dimethylformamide). Yields the product C(C)(C)(C)OC(N(C)C1=C(C=CC(=C1)F)Br)=O ((2-Bromo-5-fluoro-phenyl)-methyl-carbamic acid tert-butyl ester). Reactants: C(C)(C)(C)OC(NC1=C(C=CC(=C1)F)Br)=O ((2-bromo-5-fluoro-phenyl)-carbamic acid tert-butyl ester), [H-].[Na+] (sodium hydride), IC (iodomethane). Reactants: NC1=CC=C2CC(NC2=C1)=O (6-aminoindolin-2-one), C(C)(=O)OC(C)=O (acetic anhydride). Run in C1CCOC1 (THF). Yields the product O=C1NC2=CC(=CC=C2C1)NC(C)=O (N-(2-oxoindolin-6-yl)acetamide). Isolated yield 65.1%. As a reaction SMILES: [NH2:1][C:2]1[CH:10]=[C:9]2[C:5]([CH2:6][C:7](=[O:11])[NH:8]2)=[CH:4][CH:3]=1.[C:12](OC(=O)C)(=[O:14])[CH3:13]>C1COCC1>[O:11]=[C:7]1[CH2:6][C:5]2[C:9](=[CH:10][C:2]([NH:1][C:12](=[O:14])[CH3:13])=[CH:3][CH:4]=2)[NH:8]1. Procedure details: To 6-aminoindolin-2-one (30 mg, 0.202 mmol) in THF (1 mL) was added acetic anhydride (19 uL, 0.202 mmol). After 2 hrs the product was precipitated with ether, filtered and dried to give 25 mg, 66% of a white solid. 1H NMR (400 MHz, CD3OD) δ 7.41 (s, 1H), 7.16 (d, J=7.0 Hz, 1H), 7.00 (d, J=8.0 Hz, 1H), 3.49 (s, 2H), 2.12 (s, 3H); MS ESI 191.0 [M+H]+, calcd for [C10H10N2O2+H]+ 191.08.